This data is from the Open Reaction Database (ORD), a public repository of structured organic reaction records. The task is: describe an organic reaction: reactants, conditions, products, and yield Reactants: FC=1C=C(COC2=CC=C(C=C2)O)C=CC1F (4-(3,4-difluorobenzyloxy)phenol), CC(C)([O-])C.[K+] (potassium tert-butoxide), O (water), FC1=C(C=CC=C1)[N+](=O)[O-] (1-fluoro-2-nitrobenzene). Solvent: CN(C=O)C (N,N-dimethylformamide). Reaction conditions: time 30 minute. Product: FC=1C=C(COC2=CC=C(OC3=C(C=CC=C3)[N+](=O)[O-])C=C2)C=CC1F (1-[4-(3,4-difluorobenzyloxy)phenoxy]-2-nitrobenzene). Isolated yield 94.0%. Reaction SMILES: [F:1][C:2]1[CH:3]=[C:4]([CH:14]=[CH:15][C:16]=1[F:17])[CH2:5][O:6][C:7]1[CH:12]=[CH:11][C:10]([OH:13])=[CH:9][CH:8]=1.CC(C)([O-])C.[K+].F[C:25]1[CH:30]=[CH:29][CH:28]=[CH:27][C:26]=1[N+:31]([O-:33])=[O:32].O>CN(C)C=O>[F:1][C:2]1[CH:3]=[C:4]([CH:14]=[CH:15][C:16]=1[F:17])[CH2:5][O:6][C:7]1[CH:8]=[CH:9][C:10]([O:13][C:25]2[CH:30]=[CH:29][CH:28]=[CH:27][C:26]=2[N+:31]([O-:33])=[O:32])=[CH:11][CH:12]=1 |f:1.2|. Procedure: To a solution of 4-(3,4-difluorobenzyloxy)phenol (1.00 g, 4.2 mmol) in N,N-dimethylformamide (20 ml) was added potassium tert-butoxide (0.47 g, 4.2 mmol), followed by stirring at room temperature for 30 minutes. To the reaction solution was added 1-fluoro-2-nitrobenzene (0.60 g, 4.3 mmol), followed by stirring at 150° C. for 5 hours. After allowing to stand overnight, the reaction solution was poured into water and extracted with ethyl acetate. The organic layer was washed with water and a satur... The reactants are ClC1=CC=C(C=C1)C(C(=O)O)=CC1=CC(=C(C=C1)OC(C)=O)OC (α-(4′-chlorophenyl)-4-acetyloxy-3-methoxy cinnamic acid), C(=O)(O)[O-].[Na+] (NaHCO3), CC=1NC=CN1 (methylimidazole). Run in C(COCCO)O (diethylene glycol). Product: ClC1=CC=C(C=CC2=CC(=C(C=C2)O)OC)C=C1 (4′-Chloro-4-hydroxy-3-methoxy stilbene). Yield: 89.0%. Reaction SMILES: [Cl:1][C:2]1[CH:7]=[CH:6][C:5]([C:8](=[CH:12][C:13]2[CH:18]=[CH:17][C:16]([O:19]C(=O)C)=[C:15]([O:23][CH3:24])[CH:14]=2)C(O)=O)=[CH:4][CH:3]=1.C([O-])(O)=O.[Na+].CC1NC=CN=1>C(O)COCCO>[Cl:1][C:2]1[CH:7]=[CH:6][C:5]([CH:8]=[CH:12][C:13]2[CH:18]=[CH:17][C:16]([OH:19])=[C:15]([O:23][CH3:24])[CH:14]=2)=[CH:4][CH:3]=1 |f:1.2|. Procedure: A mixture of α-(4′-chlorophenyl)-4-acetyloxy-3-methoxy cinnamic acid (0.0083 mol), NaHCO3 (10%, 5 mL) and methylimidazole (2 mL) and diethylene glycol (8 mL) were taken in a 100 ml round bottom flask fitted with a condenser. The flask was shaken well and placed inside the microwave oven and irradiated (200 W, 180° C.) for 9 minutes in parts. After completion of reaction, the reaction mixture was worked (yield 89%) as in example I; solid, (m.p. 121-124° C.); 1H NMR (CDCl3) δ 7.35 (2H, d, J=8.48 H... The reactants are OC1=C(C=C(C=C1)CCCCCCCCC)C(CC(CCCCCCCCC)=O)=O (1-(2-hydroxy-5-nonyl-phenyl)dodecane-1,3-dione), O.NN (hydrazine hydrate). Solvent: C(C)O (ethanol). The product is C(CCCCCCCC)C1=CC(=C(C=C1)O)C1=NNC(=C1)CCCCCCCCC (4-Nonyl-2-(5-nonyl-1H-pyrazol-3-yl)-phenol). Reaction SMILES: [OH:1][C:2]1[CH:7]=[CH:6][C:5]([CH2:8][CH2:9][CH2:10][CH2:11][CH2:12][CH2:13][CH2:14][CH2:15][CH3:16])=[CH:4][C:3]=1[C:17](=O)[CH2:18][C:19](=O)[CH2:20][CH2:21][CH2:22][CH2:23][CH2:24][CH2:25][CH2:26][CH2:27][CH3:28].O.[NH2:32][NH2:33]>C(O)C>[CH2:8]([C:5]1[CH:6]=[CH:7][C:2]([OH:1])=[C:3]([C:17]2[CH:18]=[C:19]([CH2:20][CH2:21][CH2:22][CH2:23][CH2:24][CH2:25][CH2:26][CH2:27][CH3:28])[NH:33][N:32]=2)[CH:4]=1)[CH2:9][CH2:10][CH2:11][CH2:12][CH2:13][CH2:14][CH2:15][CH3:16] |f:1.2|. Procedure: 1-(2-hydroxy-5-nonyl-phenyl)dodecane-1,3-dione (0.1 M) dissolved in ethanol (50 ml), hydrazine hydrate (0.105M) added and the reaction solution heated to reflux. Held at reflux for 2 hours, cooled to ambient and organic phase washed with water (2×25 ml). Toluene removed by vacuum evaporation to produce a brown oil. Reactants: C(F)(F)(F)S(=O)(=O)[O-].C(F)(F)(F)S(=O)(=O)[O-].C(F)(F)(F)S(=O)(=O)[O-].[Yb+3] (Yb(OTf)3), NC=1C=C(C(=O)NC2=CC(=C(C=C2)C)C)C=CC1N (3,4-diamino-N-(3,4-dimethylphenyl)-benzamide), CC1=C(C=O)C=CC=C1C (2,3-dimethylbenzaldehyde), C(F)(F)(F)S(=O)(=O)[O-].C(F)(F)(F)S(=O)(=O)[O-].C(F)(F)(F)S(=O)(=O)[O-].[Yb+3] (Yb(OTf)3). Run in CS(=O)C (DMSO). Run at time 4 hour. Yields the product CC=1C=C(C=CC1C)NC(=O)C1=CC2=C(N=C(N2)C2=C(C(=CC=C2)C)C)C=C1 (2-(2,3-dimethylphenyl)-3H-benzoimidazole-5-carboxylic acid (3,4-dimethylphenyl)-amide). Reaction SMILES: [NH2:1][C:2]1[CH:3]=[C:4]([CH:16]=[CH:17][C:18]=1[NH2:19])[C:5]([NH:7][C:8]1[CH:13]=[CH:12][C:11]([CH3:14])=[C:10]([CH3:15])[CH:9]=1)=[O:6].[CH3:20][C:21]1[C:28]([CH3:29])=[CH:27][CH:26]=[CH:25][C:22]=1[CH:23]=O.C(S([O-])(=O)=O)(F)(F)F.C(S([O-])(=O)=O)(F)(F)F.C(S([O-])(=O)=O)(F)(F)F.[Yb+3]>CS(C)=O>[CH3:15][C:10]1[CH:9]=[C:8]([NH:7][C:5]([C:4]2[CH:16]=[CH:17][C:18]3[N:19]=[C:23]([C:22]4[CH:25]=[CH:26][CH:27]=[C:28]([CH3:29])[C:21]=4[CH3:20])[NH:1][C:2]=3[CH:3]=2)=[O:6])[CH:13]=[CH:12][C:11]=1[CH3:14] |f:2.3.4.5|. Procedure details: To a solution of 3,4-diamino-N-(3,4-dimethylphenyl)-benzamide (71 mg) and 2,3-dimethylbenzaldehyde (34 mg) in DMSO (1 mL) was added Yb(OTf)3 and the mixture was stirred at room temperature for 4 h. Additional Yb(OTf)3 was added and stirring was continued until starting material was consumed. Water was added and the mixture was extracted with EtOAc. The organic phase was washed with water and dried over sodium sulfate. The solvent was removed under reduced pressure and the residue was purified by... Starting materials: C(C=C)N(C(OCC)=O)CC=O (ethyl N-allyl-N-(2-oxoethyl) -carbamate), N(C)CC(=O)O (sarcosine). Run in C1(=CC=CC=C1)C (toluene). Product: CN1C2CN(CC2CC1)C(=O)OCC (Ethyl 2-methyl-2,7-diazabicyclo[3.3.0]octane-7-carboxylate). RXN SMILES: [CH2:1]([N:4]([CH2:10][CH:11]=O)[C:5](=[O:9])[O:6][CH2:7][CH3:8])[CH:2]=[CH2:3].[NH:13]([CH2:15]C(O)=O)[CH3:14]>C1(C)C=CC=CC=1>[CH3:14][N:13]1[CH2:15][CH2:3][CH:2]2[CH:11]1[CH2:10][N:4]([C:5]([O:6][CH2:7][CH3:8])=[O:9])[CH2:1]2. Procedure details: 8.6 g (50 mmol) of ethyl N-allyl-N-(2-oxoethyl) -carbamate are heated under reflux overnight with 4.5 g (50 mmol) of sarcosine in 200 ml of toluene. The mixture is concentrated and the residue is distilled. Starting materials: CC(=O)O[BH-](OC(C)=O)OC(C)=O, COc1nccnc1C=O, CC(=O)O, CCOC(C)=O, C(=CC1CCNCC1)c1ccccc1OCC1CCCCC1, ClCCCl, [Na+], [Na+], [Na+], O=C([O-])[O-]. Yields the product COc1nccnc1CN1CCC(C=Cc2ccccc2OCC2CCCCC2)CC1. As a reaction SMILES: [C:33]([O:34][BH-:35]([O:36][C:37](=[O:38])[CH3:39])[O:40][C:41](=[O:42])[CH3:43])(=[O:44])[CH3:45].[CH3:1][O:2][c:3]1[c:4]([CH:9]=[O:10])[n:5][cH:6][cH:7][n:8]1.[CH3:57][C:58](=[O:59])[OH:60].[CH3:61][CH2:62][O:63][C:64](=[O:65])[CH3:66].[CH:11]1([CH2:17][O:18][c:19]2[c:20]([CH:25]=[CH:26][CH:27]3[CH2:28][CH2:29][NH:30][CH2:31][CH2:32]3)[cH:21][cH:22][cH:23][cH:24]2)[CH2:12][CH2:13][CH2:14][CH2:15][CH2:16]1.[Cl:53][CH2:54][CH2:55][Cl:56].[Na+:46].[Na+:47].[Na+:48].[O-:49][C:50](=[O:51])[O-:52]>>[CH3:1][O:2][c:3]1[c:4]([CH2:9][N:30]2[CH2:29][CH2:28][CH:27]([CH:26]=[CH:25][c:20]3[c:19]([O:18][CH2:17][CH:11]4[CH2:12][CH2:13][CH2:14][CH2:15][CH2:16]4)[cH:24][cH:23][cH:22][cH:21]3)[CH2:32][CH2:31]2)[n:5][cH:6][cH:7][n:8]1. The reactants are COC(=O)C(CC1CCCC1)c1ccc(-n2nnnc2C)c(C(F)(F)F)c1, CCO, [Na+], [OH-]. The product is Cc1nnnn1-c1ccc(C(CC2CCCC2)C(=O)O)cc1C(F)(F)F. RXN SMILES: [CH3:1][O:2][C:3]([CH:4]([CH2:5][CH:6]1[CH2:7][CH2:8][CH2:9][CH2:10]1)[c:11]1[cH:12][c:13]([C:23]([F:24])([F:25])[F:26])[c:14](-[n:17]2[n:18][n:19][n:20][c:21]2[CH3:22])[cH:15][cH:16]1)=[O:27].[CH3:30][CH2:31][OH:32].[Na+:29].[OH-:28]>>[O:2]=[C:3]([CH:4]([CH2:5][CH:6]1[CH2:7][CH2:8][CH2:9][CH2:10]1)[c:11]1[cH:12][c:13]([C:23]([F:24])([F:25])[F:26])[c:14](-[n:17]2[n:18][n:19][n:20][c:21]2[CH3:22])[cH:15][cH:16]1)[OH:27]. Reactants: [OH-].[Na+] (sodium hydroxide), C1CCCCCCCCCCC1 (Cyclododecane), C(C)(C)(C)ON=O (t-butylnitrite), ON1C(C=2C(C1=O)=CC=CC2)=O (N-hydroxyphthalimide), C1(CCCCCCCCCCC1)=NO (cyclododecanone oxime), [N+](=O)([O-])C1CCCCCCCCCCC1 (nitrocyclododecane). The reagents and catalysts are [Cl-].[Zn+2].[Cl-] (zinc chloride). Run in C(C)(=O)O (acetic acid). Reaction conditions: temperature 80 celsius, time 1 hour. The product is C1(CCCCCCCCCCC1)=O (cyclododecanone). As a reaction SMILES: [CH2:1]1[CH2:12][CH2:11][CH2:10][CH2:9][CH2:8][CH2:7][CH2:6][CH2:5][CH2:4][CH2:3][CH2:2]1.C([O:17]N=O)(C)(C)C.ON1C(=O)C2=CC=CC=C2C1=O.[OH-].[Na+].C1(=NO)CCCCCCCCCCC1.[N+](C1CCCCCCCCCCC1)([O-])=O>[Cl-].[Zn+2].[Cl-].C(O)(=O)C>[C:1]1(=[O:17])[CH2:12][CH2:11][CH2:10][CH2:9][CH2:8][CH2:7][CH2:6][CH2:5][CH2:4][CH2:3][CH2:2]1 |f:3.4,7.8.9|. Reported procedure: Cyclododecane (1.66 g; 9.88 mmol), t-butylnitrite (2 mmol), N-hydroxyphthalimide (0.4 mmol), and acetic acid (2 ml) were placed in a flask and were stirred at 80° C. in an atmosphere of argon gas for 1 hour. The resulting mixture was further treated with zinc chloride (20 mg) with stirring at 80° C. for 30 minutes. The reaction mixture was neutralized with sodium hydroxide and was then analyzed to find that cyclododecanone oxime, nitrocyclododecane, and cyclododecanone were formed in yields of 3...